Task: describe an organic reaction: reactants, conditions, products, and yield. Dataset: the Open Reaction Database (ORD), a public repository of structured organic reaction records The reactants are CCOC(=O)c1c(CBr)cccc1S(N)(=O)=O, CCO, [N-]=[N+]=[N-], [Na+]. The product is CCOC(=O)c1c(CN=[N+]=[N-])cccc1S(N)(=O)=O. RXN SMILES: [Br:1][CH2:2][c:3]1[c:4]([C:13](=[O:14])[O:15][CH2:16][CH3:17])[c:5]([S:9](=[O:10])(=[O:11])[NH2:12])[cH:6][cH:7][cH:8]1.[CH3:22][CH2:23][OH:24].[N-:19]=[N+:20]=[N-:21].[Na+:18]>>[CH2:2]([c:3]1[c:4]([C:13](=[O:14])[O:15][CH2:16][CH3:17])[c:5]([S:9](=[O:10])(=[O:11])[NH2:12])[cH:6][cH:7][cH:8]1)[N:19]=[N+:20]=[N-:21]. The reactants are OB(O)c1cccc(CBr)c1, O=C([O-])[O-], CNS(C)(=O)=O, CC(C)=O, ClCCl, [K+], [K+]. Reaction SMILES: [Br:1][CH2:2][c:3]1[cH:4][c:5]([B:9]([OH:10])[OH:11])[cH:6][cH:7][cH:8]1.[C:18](=[O:19])([O-:20])[O-:21].[CH3:12][NH:13][S:14](=[O:15])(=[O:16])[CH3:17].[CH3:24][C:25](=[O:26])[CH3:27].[Cl:28][CH2:29][Cl:30].[K+:22].[K+:23]>>[CH2:2]([c:3]1[cH:4][c:5]([B:9]([OH:10])[OH:11])[cH:6][cH:7][cH:8]1)[N:13]([CH3:12])[S:14](=[O:15])(=[O:16])[CH3:17]. Product: CN(Cc1cccc(B(O)O)c1)S(C)(=O)=O.